The task is: describe an organic reaction: reactants, conditions, products, and yield. This data is from the Open Reaction Database (ORD), a public repository of structured organic reaction records. Reactants: [N+](=O)([O-])C=1C=C(C=CC1)[C@H](C)N=[N+]=[N-] ((S)-1-(3-nitrophenyl)-1-azidoethane), O (water), C1(=CC=CC=C1)P(C1=CC=CC=C1)C1=CC=CC=C1 (triphenylphosphine). Run in C1=CC=CC=C1 (benzene), C(C)OCC (diethyl ether). Run at temperature 80 celsius. Product: [N+](=O)([O-])C=1C=C(C=CC1)[C@H](C)N ((S)-1-(3-nitrophenyl)-1-aminoethane). Isolated yield 61.7%. Reaction SMILES: [N+:1]([C:4]1[CH:5]=[C:6]([C@@H:10]([N:12]=[N+]=[N-])[CH3:11])[CH:7]=[CH:8][CH:9]=1)([O-:3])=[O:2].O.C1(P(C2C=CC=CC=2)C2C=CC=CC=2)C=CC=CC=1>C1C=CC=CC=1.C(OCC)C>[N+:1]([C:4]1[CH:5]=[C:6]([C@@H:10]([NH2:12])[CH3:11])[CH:7]=[CH:8][CH:9]=1)([O-:3])=[O:2]. Reported procedure: To a solution of (S)-1-(3-nitrophenyl)-1-azidoethane (1.55 mmol) in benzene (8 mL) was added water (1.0 mL) and triphenylphosphine (3.18 mmol). The resulting mixture was heated to 80° C. for 19 h. This mixture was cooled, diluted with diethyl ether (50 mL) and washed with 50 mL of 2N aqueous HCl. The aqueous phase was made basic by adding 50 mL of 5N aqueous NaOH then extracted with diethyl ether (3×50 mL). These ether extracts were combined, washed with brine, dried (MgSO4) and concentrated in ... Starting materials: N#Cc1ccc(O)c(C(=O)O)c1, CO. The product is CON=Cc1ccc(O)c(C(=O)O)c1. Reaction SMILES: [C:1](#[N:2])[c:3]1[cH:4][cH:5][c:6]([OH:12])[c:7]([C:8](=[O:9])[OH:10])[cH:11]1.[CH3:13][OH:14]>>[CH:1](=[N:2][O:14][CH3:13])[c:3]1[cH:4][cH:5][c:6]([OH:12])[c:7]([C:8](=[O:9])[OH:10])[cH:11]1. Starting materials: COC(=O)CNN1C=C(C(C=2C=C3C(=CC12)OCO3)=O)C(=O)OCC (ethyl 5.8-dihydro-5-[(methoxycarbonyl)methylamino]-8-oxo-1,3-dioxolo[4,5-g]quinoline-7-carboxylate), [OH-].[Na+] (sodium hydroxide), O (water). The solvent is C(C)(=O)O (acetic acid). Reaction conditions: temperature 95 celsius, time 4.5 hour. Product: CNN1C=C(C(C=2C=C3C(=CC12)OCO3)=O)C(=O)O (5,8-dihydro-5-(methylamino)-8-oxo-1,3-dioxolo[4,5-g]quinoline-7-carboxylic acid). Isolated yield 86.7%. RXN SMILES: COC([CH2:5][NH:6][N:7]1[C:16]2[CH:15]=[C:14]3[O:17][CH2:18][O:19][C:13]3=[CH:12][C:11]=2[C:10](=[O:20])[C:9]([C:21]([O:23]CC)=[O:22])=[CH:8]1)=O.[OH-].[Na+].O>C(O)(=O)C>[CH3:5][NH:6][N:7]1[C:16]2[CH:15]=[C:14]3[O:17][CH2:18][O:19][C:13]3=[CH:12][C:11]=2[C:10](=[O:20])[C:9]([C:21]([OH:23])=[O:22])=[CH:8]1 |f:1.2|. Reported procedure: A mixture of 4.6 g (0.0132 mole) of ethyl 5,8-dihydro-5-[(methoxycarbonyl)methylamino]-8-oxo-1,3-dioxolo[4,5-g]-quinoline-7-carboxylate (Example 5), 1.6 g (0.0396 mole) of sodium hydroxide and about 100 ml of water was stirred at 95° C. for 4.5 hours. The reaction mixture was cooled, acidified with 5 ml of acetic acid with stirring, and kept in a refrigerator overnight. The solid product was collected by filtration, washed with water and recrystallized from 70 ml of boiling dimethylformamide. Th... Starting materials: COc1ccc(C(=O)OC(C(=O)O)(C(=O)c2ccc(OC)cc2)C(O)C(=O)O)cc1, CCOCCn1c(N2CCCN(CCC3(c4ccccc4)CCNC3)CC2)nc2ccccc21, COc1ccc(-n2nnnc2C(F)(F)F)cc1C(=O)O, Cl, OCCC1(c2ccccc2)CCNC1. Yields the product CCOCCn1c(N2CCCN(CCC3(c4ccccc4)CCN(C(=O)c4cc(-n5nnnc5C(F)(F)F)ccc4OC)C3)CC2)nc2ccccc21. As a reaction SMILES: [C:36]([O:37][C:38]([C:39](=[O:40])[c:41]1[cH:42][cH:43][c:44]([O:45][CH3:46])[cH:47][cH:48]1)([CH:49]([C:50]([OH:51])=[O:52])[OH:53])[C:54]([OH:55])=[O:56])(=[O:57])[c:58]1[cH:59][cH:60][c:61]([O:62][CH3:63])[cH:64][cH:65]1.[CH2:2]([CH3:3])[O:4][CH2:5][CH2:6][n:7]1[c:8]([N:16]2[CH2:17][CH2:18][N:19]([CH2:23][CH2:24][C:25]3([c:30]4[cH:31][cH:32][cH:33][cH:34][cH:35]4)[CH2:26][NH:27][CH2:28][CH2:29]3)[CH2:20][CH2:21][CH2:22]2)[n:9][c:10]2[c:11]1[cH:12][cH:13][cH:14][cH:15]2.[CH3:80][O:81][c:82]1[c:83]([C:84](=[O:85])[OH:86])[cH:87][c:88](-[n:91]2[n:92][n:93][n:94][c:95]2[C:96]([F:97])([F:98])[F:99])[cH:89][cH:90]1.[ClH:1].[c:66]1([C:67]2([CH2:68][CH2:69][OH:70])[CH2:71][CH2:72][NH:73][CH2:74]2)[cH:75][cH:76][cH:77][cH:78][cH:79]1>>[CH2:2]([CH3:3])[O:4][CH2:5][CH2:6][n:7]1[c:8]([N:16]2[CH2:17][CH2:18][N:19]([CH2:23][CH2:24][C:25]3([c:30]4[cH:31][cH:32][cH:33][cH:34][cH:35]4)[CH2:26][N:27]([C:84]([c:83]4[c:82]([O:81][CH3:80])[cH:90][cH:89][c:88](-[n:91]5[n:92][n:93][n:94][c:95]5[C:96]([F:97])([F:98])[F:99])[cH:87]4)=[O:85])[CH2:28][CH2:29]3)[CH2:20][CH2:21][CH2:22]2)[n:9][c:10]2[c:11]1[cH:12][cH:13][cH:14][cH:15]2. Starting materials: COC1=C(C=CC=C1)C(C)(C)O (2-(2-methoxyphenyl)-2-propanol), ClC1=C(N)C=C(C=C1)SC(C)(C)C1=C(C=CC=C1)OCCO (2-chloro-5-{1-[2-(2-hydroxyethoxy)-phenyl]-1-methylethylthio}aniline), N1C=NC=C1 (imidazole), [Si](C)(C)(C(C)(C)C)Cl (tert-butyldimethylsilyl chloride), ClC1=C(N)C=C(C=C1)S (2-chloro-5-mercaptoaniline), C(C)(C)(C)[Si](OCCOC1=C(C=CC=C1)C(C)(C)O)(C)C (2-{2-[2-(tert-butyldimethyl silyloxy)ethoxy]phenyl}-2-propanol). Solvent: CN(C=O)C (N,N-dimethylformamide), O (water). Conditions: time 2 hour. The product is ClC1=C(N)C=C(C=C1)SC(C)(C)C1=C(C=CC=C1)OCCO (2-Chloro-5-{1-[2-(2-hydroxyethoxy)phenyl]-1-methylethylthio}aniline), [Si](C)(C)(C(C)(C)C)OCCOC1=C(C=CC=C1)C(C)(SC=1C=CC(=C(N)C1)Cl)C (5-(1-{2-[2-(tert-Butyldimethylsilyloxy)ethoxy]phenyl}-1-methylethylthio)-2-chloroaniline). RXN SMILES: [Cl:1][C:2]1[CH:8]=[CH:7][C:6]([SH:9])=[CH:5][C:3]=1[NH2:4].[C:10]([Si:14]([CH3:30])([CH3:29])[O:15][CH2:16][CH2:17][O:18][C:19]1[CH:24]=[CH:23][CH:22]=[CH:21][C:20]=1[C:25](O)([CH3:27])[CH3:26])([CH3:13])([CH3:12])[CH3:11].COC1C=CC=CC=1C(O)(C)C.[Cl:43][C:44]1[CH:50]=[CH:49][C:48]([S:51][C:52]([C:55]2[CH:60]=[CH:59][CH:58]=[CH:57][C:56]=2[O:61][CH2:62][CH2:63][OH:64])([CH3:54])[CH3:53])=[CH:47][C:45]=1[NH2:46].N1C=CN=C1.[Si](Cl)(C(C)(C)C)(C)C>CN(C)C=O.O>[Cl:43][C:44]1[CH:50]=[CH:49][C:48]([S:51][C:52]([C:55]2[CH:60]=[CH:59][CH:58]=[CH:57][C:56]=2[O:61][CH2:62][CH2:63][OH:64])([CH3:54])[CH3:53])=[CH:47][C:45]=1[NH2:46].[Si:14]([O:15][CH2:16][CH2:17][O:18][C:19]1[CH:24]=[CH:23][CH:22]=[CH:21][C:20]=1[C:25]([CH3:27])([S:9][C:6]1[CH:7]=[CH:8][C:2]([Cl:1])=[C:3]([CH:5]=1)[NH2:4])[CH3:26])([C:10]([CH3:13])([CH3:12])[CH3:11])([CH3:29])[CH3:30]. Reported procedure: 2-Chloro-5-{1-[2-(2-hydroxyethoxy)phenyl]-1-methylethylthio}aniline was prepared in a similar manner to that described in Reference Example 52 using 2-chloro-5-mercaptoaniline and 2-{2-[2-(tert-butyldimethyl silyloxy)ethoxy]phenyl}-2-propanol instead of 2-chloro-5-mercapto-4-methoxyaniline and 2-(2-methoxyphenyl)-2-propanol, respectively. To the solution of the obtained 2-chloro-5-{1-[2-(2-hydroxyethoxy)-phenyl]-1-methylethylthio}aniline (0.55 g) and imidazole (0.14 g) in N,N-dimethylformamide (... The reactants are BrC=1C=CC=2N(C1)C(=NN2)SC=2C=C1C=C(C=NC1=CC2)N2C[C@H](CC2)N(C)C ((S)-1-(6-((6-bromo-[1,2,4]triazolo[4,3-a]pyridin-3-yl)thio)quinolin-3-yl)-N,N-dimethylpyrroli-din-3-amine), N#N (N2), C(CCC)[Sn](C(=C)OCC)(CCCC)CCCC (Tributyl(1-ethoxyvinyl)stannane). Reagents/catalysts: Cl[Pd]([P](C1=CC=CC=C1)(C2=CC=CC=C2)C3=CC=CC=C3)([P](C4=CC=CC=C4)(C5=CC=CC=C5)C6=CC=CC=C6)Cl (PdCl2(PPh3)2). Run in CN(C)C=O (DMF). Conditions: temperature 85 celsius, time 16 hour. Yields the product C(C)OC(=C)C=1C=CC=2N(C1)C(=NN2)SC=2C=C1C=C(C=NC1=CC2)N2C[C@H](CC2)N(C)C ((S)-1-(6-(6-(1-ethoxyvinyl)-[1,2,4]triazolo[4,3-a]pyridin-3-ylthio)quinolin-3-yl)-N,N-dimethylpyrrolidin-3-amine). Isolated yield 13.9%. RXN SMILES: Br[C:2]1[CH:3]=[CH:4][C:5]2[N:6]([C:8]([S:11][C:12]3[CH:13]=[C:14]4[C:19](=[CH:20][CH:21]=3)[N:18]=[CH:17][C:16]([N:22]3[CH2:26][CH2:25][C@H:24]([N:27]([CH3:29])[CH3:28])[CH2:23]3)=[CH:15]4)=[N:9][N:10]=2)[CH:7]=1.N#N.C([Sn](CCCC)(CCCC)[C:37]([O:39][CH2:40][CH3:41])=[CH2:38])CCC>CN(C=O)C.Cl[Pd](Cl)([P](C1C=CC=CC=1)(C1C=CC=CC=1)C1C=CC=CC=1)[P](C1C=CC=CC=1)(C1C=CC=CC=1)C1C=CC=CC=1>[CH2:40]([O:39][C:37]([C:2]1[CH:3]=[CH:4][C:5]2[N:6]([C:8]([S:11][C:12]3[CH:13]=[C:14]4[C:19](=[CH:20][CH:21]=3)[N:18]=[CH:17][C:16]([N:22]3[CH2:26][CH2:25][C@H:24]([N:27]([CH3:28])[CH3:29])[CH2:23]3)=[CH:15]4)=[N:9][N:10]=2)[CH:7]=1)=[CH2:38])[CH3:41] |^1:57,76|. Procedure details: The solution of (81.1) (256.5 mg, 0.546 mmol) and PdCl2(PPh3)2 (38.4 mg, 0.055 mmol) in DMF (10 ml) was bubbled by N2 for 5 min. Tributyl(1-ethoxyvinyl)stannane (296 mg, 0.820 mmol) was added. The reaction tube was flushed by N2 for 5 min again and sealed. The sealed-tube was stirred at 85° C. for 16 h. The mixture was evaporated to dryness and the residue was purified by flash chromatography (CombiFlash, ISCO, eluent MeOH/DCM from 0 to 10%) to afford the title compound (35 mg, yield 13.91%). LC... Reactants: [H-].[Na+] (sodium hydride), C(C1=CC=CC=C1)N(C(C1=C(C(=C(C=C1)F)Br)F)=O)CCO (N-benzyl-3-bromo-2,4-difluoro-N-(2-hydroxyethyl)benzamide), ice water. Solvent: CN(C=O)C (N,N-dimethylformamide). Reaction conditions: time 2 hour. Yields the product C(C1=CC=CC=C1)N1CCOC2=C(C1=O)C=CC(=C2Br)F (4-benzyl-9-bromo-8-fluoro-3,4-dihydro-1,4-benzoxazepine-5 (2H)-one). Yield: 75.0%. As a reaction SMILES: [CH2:1]([N:8]([CH2:20][CH2:21][OH:22])[C:9](=[O:19])[C:10]1[CH:15]=[CH:14][C:13]([F:16])=[C:12]([Br:17])[C:11]=1F)[C:2]1[CH:7]=[CH:6][CH:5]=[CH:4][CH:3]=1.[H-].[Na+]>CN(C)C=O>[CH2:1]([N:8]1[C:9](=[O:19])[C:10]2[CH:15]=[CH:14][C:13]([F:16])=[C:12]([Br:17])[C:11]=2[O:22][CH2:21][CH2:20]1)[C:2]1[CH:7]=[CH:6][CH:5]=[CH:4][CH:3]=1 |f:1.2|. Procedure details: To a solution of N-benzyl-3-bromo-2,4-difluoro-N-(2-hydroxyethyl)benzamide (4.57 g, 12.3 mmol) in N,N-dimethylformamide (60 ml) was added under ice-cooling sodium hydride (60%, 593 mg, 14.8 mmol), and the mixture was stirred for 2 hr. The reaction mixture was poured into ice water, and the mixture was extracted with ethyl acetate. The extract was washed with water and brine, and dried over anhydrous sodium sulfate, and the solvent was evaporated under reduced pressure. The residue was purified b...